From a dataset of the Open Reaction Database (ORD), a public repository of structured organic reaction records. describe an organic reaction: reactants, conditions, products, and yield Starting materials: Brc1cn2ccnc2c(Br)n1, CCOCC, CC(C)(C)[O-], Cc1ccccc1, [K+], Nc1ccccc1, O=C(C=Cc1ccccc1)C=Cc1ccccc1, O=C(C=Cc1ccccc1)C=Cc1ccccc1, O=C(C=Cc1ccccc1)C=Cc1ccccc1, O, [Pd], [Pd], Cc1ccccc1P(c1ccccc1C)c1ccccc1C. Yields the product Brc1cn2ccnc2c(Nc2ccccc2)n1. RXN SMILES: [Br:23][c:24]1[n:25][c:26]([Br:33])[c:27]2[n:28]([cH:29]1)[cH:30][cH:31][n:32]2.[CH3:110][CH2:111][O:112][CH2:113][CH3:114].[CH3:41][C:42]([CH3:43])([O-:44])[CH3:45].[CH3:47][c:48]1[cH:49][cH:50][cH:51][cH:52][cH:53]1.[K+:46].[NH2:34][c:35]1[cH:36][cH:37][cH:38][cH:39][cH:40]1.[O:56]=[C:57]([CH:58]=[CH:59][c:60]1[cH:61][cH:62][cH:63][cH:64][cH:65]1)[CH:66]=[CH:67][c:68]1[cH:69][cH:70][cH:71][cH:72][cH:73]1.[O:74]=[C:75]([CH:76]=[CH:77][c:78]1[cH:79][cH:80][cH:81][cH:82][cH:83]1)[CH:84]=[CH:85][c:86]1[cH:87][cH:88][cH:89][cH:90][cH:91]1.[O:92]=[C:93]([CH:94]=[CH:95][c:96]1[cH:97][cH:98][cH:99][cH:100][cH:101]1)[CH:102]=[CH:103][c:104]1[cH:105][cH:106][cH:107][cH:108][cH:109]1.[OH2:115].[Pd:54].[Pd:55].[c:1]1([CH3:2])[cH:3][cH:4][cH:5][cH:6][c:7]1[P:8]([c:9]1[cH:10][cH:11][cH:12][cH:13][c:14]1[CH3:15])[c:16]1[cH:17][cH:18][cH:19][cH:20][c:21]1[CH3:22]>>[Br:23][c:24]1[n:25][c:26]([NH:34][c:35]2[cH:36][cH:37][cH:38][cH:39][cH:40]2)[c:27]2[n:28]([cH:29]1)[cH:30][cH:31][n:32]2. Starting materials: CC(=O)O[BH-](OC(C)=O)OC(C)=O, CC(C)(C)OC(=O)NC1CCNC1, CO, ClCCl, N, [Na+], O=C1CCOCC1. The product is CC(C)(C)OC(=O)NC1CCN(C2CCOCC2)C1. As a reaction SMILES: [C:14]([O:15][BH-:16]([O:17][C:18](=[O:19])[CH3:20])[O:21][C:22](=[O:23])[CH3:24])(=[O:25])[CH3:26].[C:1]([CH3:2])([CH3:3])([CH3:4])[O:5][C:6]([NH:7][CH:8]1[CH2:9][NH:10][CH2:11][CH2:12]1)=[O:13].[CH3:35][OH:36].[Cl:38][CH2:39][Cl:40].[NH3:37].[Na+:27].[O:28]1[CH2:29][CH2:30][C:31](=[O:34])[CH2:32][CH2:33]1>>[C:1]([CH3:2])([CH3:3])([CH3:4])[O:5][C:6]([NH:7][CH:8]1[CH2:9][N:10]([CH:31]2[CH2:30][CH2:29][O:28][CH2:33][CH2:32]2)[CH2:11][CH2:12]1)=[O:13].